From a dataset of the Open Reaction Database (ORD), a public repository of structured organic reaction records. describe an organic reaction: reactants, conditions, products, and yield Starting materials: CI (methyl iodide), C(CCC)[Li] (n-butyllithium), COC(C1=C(C(=CC=C1)C(F)(F)F)OCOC)OC (1-(dimethoxymethyl)-2-(methoxymethoxy)-3-(trifluoromethyl)benzene), CN(CCN(C)C)C (N,N,N′,N′-tetramethylethylenediamine), [Cl-].[NH4+] (ammonium chloride). Solvent: O1CCCC1 (tetrahydrofuran). Run at temperature 0 celsius, time 15 minute. Yields the product COC(C1=C(C=CC(=C1OCOC)C(F)(F)F)C)OC (2-(dimethoxymethyl)-3-(methoxymethoxy)-1-methyl-4-(trifluoromethyl)benzene). The yield is 57.0%. RXN SMILES: [CH2:1]([Li])CCC.[CH3:6][O:7][CH:8]([O:23][CH3:24])[C:9]1[CH:14]=[CH:13][CH:12]=[C:11]([C:15]([F:18])([F:17])[F:16])[C:10]=1[O:19][CH2:20][O:21][CH3:22].CN(C)CCN(C)C.CI.[Cl-].[NH4+]>O1CCCC1>[CH3:6][O:7][CH:8]([O:23][CH3:24])[C:9]1[C:10]([O:19][CH2:20][O:21][CH3:22])=[C:11]([C:15]([F:17])([F:18])[F:16])[CH:12]=[CH:13][C:14]=1[CH3:1] |f:4.5|. Reported procedure: A n-butyllithium-1.59M n-hexane solution (40.0 ml, 64.4 mmol) was added dropwise to a solution of 1-(dimethoxymethyl)-2-(methoxymethoxy)-3-(trifluoromethyl)benzene (12.0 g, 42.9 mmol) obtained in Example (6-4) and N,N,N′,N′-tetramethylethylenediamine (9.70 ml, 64.4 mmol) in tetrahydrofuran (100 ml) at −40° C. over 5 minutes. The reaction mixture was stirred at 0° C. for 15 minutes. After the reaction mixture was cooled to −40° C., methyl iodide (5.3 ml, 85.85 mmol) was added thereto and the mixt... The reactants are C(C1=CC(C(=O)O)=CC=C1)(=O)O (isophthalic acid), O1C(COCC1)CO (1,4-dioxanemethanol). Reagents/catalysts: C1(=CC=C(C=C1)S(=O)(=O)O)C (p-toluenesulfonic acid). The solvent is C1=CC=CC=C1 (benzene). Product: C(C1=CC(C(=O)O)=CC=C1)(=O)O.O1C(COCC1)CO.O1C(COCC1)CO (bis-1,4-dioxanemethanol isophthalate). Isolated yield 86.0%. Reaction SMILES: [C:1]([OH:12])(=[O:11])[C:2]1[CH:10]=[CH:9][CH:8]=[C:4]([C:5]([OH:7])=[O:6])[CH:3]=1.[O:13]1[CH2:18][CH2:17][O:16][CH2:15][CH:14]1[CH2:19][OH:20]>C1(C)C=CC(S(O)(=O)=O)=CC=1.C1C=CC=CC=1>[C:1]([OH:12])(=[O:11])[C:2]1[CH:10]=[CH:9][CH:8]=[C:4]([C:5]([OH:7])=[O:6])[CH:3]=1.[O:13]1[CH2:18][CH2:17][O:16][CH2:15][CH:14]1[CH2:19][OH:20].[O:13]1[CH2:14][CH2:15][O:16][CH2:8][CH:4]1[CH2:5][OH:7] |f:4.5.6|. Reported procedure: Following the procedure of Example 2, a mixture of 166 grams (1 mole) of isophthalic acid, 295 grams (2.5 moles) of 1,4-dioxanemethanol, 100 milliliters of benzene and 0.1 gram of p-toluenesulfonic acid catalyst gives an 86 percent yield of the white, waxy bis-1,4-dioxanemethanol isophthalate.